Dataset: the Open Reaction Database (ORD), a public repository of structured organic reaction records. Task: describe an organic reaction: reactants, conditions, products, and yield Starting materials: O=C([O-])[O-], CCN1CCNCC1, O=[N+]([O-])c1ccc(F)cc1Cl, [K+], [K+], CN(C)C=O, O. Yields the product CCN1CCN(c2ccc([N+](=O)[O-])c(Cl)c2)CC1. Reaction SMILES: [C:20](=[O:21])([O-:22])[O-:23].[CH2:1]([CH3:2])[N:3]1[CH2:4][CH2:5][NH:6][CH2:7][CH2:8]1.[Cl:9][c:10]1[c:11]([N+:17](=[O:18])[O-:19])[cH:12][cH:13][c:14]([F:16])[cH:15]1.[K+:24].[K+:25].[O:26]=[CH:27][N:28]([CH3:29])[CH3:30].[OH2:31]>>[CH2:1]([CH3:2])[N:3]1[CH2:4][CH2:5][N:6]([c:14]2[cH:13][cH:12][c:11]([N+:17](=[O:18])[O-:19])[c:10]([Cl:9])[cH:15]2)[CH2:7][CH2:8]1. Reactants: CCOCC, CCN(C(C)C)C(C)C, COc1cc2c(Oc3ccc4[nH]c(C)cc4c3F)ncnc2cc1OCC1CCNCC1, O=S(=O)(OCC(F)(F)F)C(F)(F)F, C1CCOC1. As a reaction SMILES: [CH3:55][CH2:56][O:57][CH2:58][CH3:59].[CH:33]([N:34]([CH:35]([CH3:36])[CH3:37])[CH2:38][CH3:39])([CH3:40])[CH3:41].[F:1][c:2]1[c:3]2[cH:4][c:5]([CH3:32])[nH:6][c:7]2[cH:8][cH:9][c:10]1[O:11][c:12]1[n:13][cH:14][n:15][c:16]2[cH:17][c:18]([O:24][CH2:25][CH:26]3[CH2:27][CH2:28][NH:29][CH2:30][CH2:31]3)[c:19]([O:22][CH3:23])[cH:20][c:21]12.[F:42][C:43]([F:44])([F:45])[S:46]([O:47][CH2:48][C:49]([F:50])([F:51])[F:52])(=[O:53])=[O:54].[O:60]1[CH2:61][CH2:62][CH2:63][CH2:64]1>>[F:1][c:2]1[c:3]2[cH:4][c:5]([CH3:32])[nH:6][c:7]2[cH:8][cH:9][c:10]1[O:11][c:12]1[n:13][cH:14][n:15][c:16]2[cH:17][c:18]([O:24][CH2:25][CH:26]3[CH2:27][CH2:28][N:29]([CH2:48][C:49]([F:50])([F:51])[F:52])[CH2:30][CH2:31]3)[c:19]([O:22][CH3:23])[cH:20][c:21]12. Product: COc1cc2c(Oc3ccc4[nH]c(C)cc4c3F)ncnc2cc1OCC1CCN(CC(F)(F)F)CC1. Starting materials: C1CO1 (ethylene oxide), CCCCCCCCCCCC(=O)OCCOCC(C1C(C(CO1)OCCOC)OCCOC)OCCOC (polyoxyethylene (4) sorbitan monolaurate), monolaurate. The solvent is C(C)C(=O)C (methyl ethyl ketone), tetrakis(methylene-3-3',5'-di-t-butyl-4'-hydroxy phenyl)propionate methane, CC(C)(C)C1=CC(=CC(=C1O)C(C)(C)C)CCC(=O)OCC(COC(=O)CCC2=CC(=C(C(=C2)C(C)(C)C)O)C(C)(C)C)(COC(=O)CCC3=CC(=C(C(=C3)C(C)(C)C)O)C(C)(C)C)COC(=O)CCC4=CC(=C(C(=C4)C(C)(C)C)O)C(C)(C)C (IRGANOX 1010), C(C)C(=O)C (methyl ethyl ketone). Product: C1C(C)O1 (propylene oxide), C(C(C)O)O (propylene glycol). RXN SMILES: CCCCCCCCCCCC(OCCOC[CH:19]([O:35][CH2:36][CH2:37]OC)[CH:20]1[O:24]CC(OCCOC)[CH:21]1OCCOC)=O.C1OC1>CC(C1C(O)=C(C(C)(C)C)C=C(CCC(OCC(COC(CCC2C=C(C(C)(C)C)C(O)=C(C(C)(C)C)C=2)=O)(COC(CCC2C=C(C(C)(C)C)C(O)=C(C(C)(C)C)C=2)=O)COC(CCC2C=C(C(C)(C)C)C(O)=C(C(C)(C)C)C=2)=O)=O)C=1)(C)C.C(C(C)=O)C>[CH2:19]1[O:35][CH:36]1[CH3:37].[CH2:19]([OH:35])[CH:20]([OH:24])[CH3:21]. Procedure details: In an alternative embodiment, the antioxidant tetrakis(methylene-3-3',5'-di-t-butyl-4'-hydroxy phenyl)propionate methane available from Ciba Geigy Corporation under the trade designation "IRGANOX 1010" antioxidant is dissolved in an amount of about 5 to about 20 weight percent of the emulsion in the organic solvent methyl ethyl ketone. The amount of methyl ethyl ketone used is in the range of around a 1 to 1 ratio with the antioxidant. The emulsifer blend is combined with this mixture by any of ... Starting materials: BrC(C(=O)OCC)(C)C (Ethyl 2-bromoisobutyrate), CC(C)(C)S (2-methyl-2-propanethiol), [OH-].[K+] (potassium hydroxide). The solvent is C(C)O (ethyl alcohol). Product: C(C)OC(C(C)(C)SC(C)(C)C)=O (2-t-Butylsulfanyl-2-methyl-propionic acid ethyl ester). The yield is 34.7%. RXN SMILES: Br[C:2]([CH3:9])([CH3:8])[C:3]([O:5][CH2:6][CH3:7])=[O:4].[CH3:10][C:11]([SH:14])([CH3:13])[CH3:12].[OH-].[K+]>C(O)C>[CH2:6]([O:5][C:3](=[O:4])[C:2]([S:14][C:11]([CH3:13])([CH3:12])[CH3:10])([CH3:9])[CH3:8])[CH3:7] |f:2.3|. Procedure: Ethyl 2-bromoisobutyrate (40.0 g, 0.205 mole), 2-methyl-2-propanethiol (20.4 g, 0.0226 mole), potassium hydroxide (14.4 g, 0.226 mole), ethyl alcohol (100 g) were combined and reaction mixture was refluxed for six hours prior to quenching. Crude yield: 61.0%; Distilled yield: 34.7%. Flavor description: astringent, tropical, mango, citrus, grapefruit, onion, catty, marigold, herbal, floral, geranium, green. Fragrance description: grapefruit, passion fruit, papaya, dandelion, marigold, caraway, be...